This data is from the Open Reaction Database (ORD), a public repository of structured organic reaction records. The task is: describe an organic reaction: reactants, conditions, products, and yield Reactants: C(C)(C)(C)N1N=C(C=C1N)C1CCC1 (2-tert-butyl-5-cyclobutyl-2H-pyrazol-3-ylamine), COC(C(=O)OC)(C)OC (methyl dimethoxypropionate). The solvent is CC(=O)O (AcOH). Conditions: temperature 110 celsius, time 24 hour. The product is C(C)(C)(C)N1N=C(C2=C1NC(C=C2)=O)C2CCC2 (1-tert-Butyl-3-cyclobutyl-1,7-dihydro-pyrazolo[3,4-b]pyridin-6-one). Yield: 31.5%. RXN SMILES: [C:1]([N:5]1[C:9]([NH2:10])=[CH:8][C:7]([CH:11]2[CH2:14][CH2:13][CH2:12]2)=[N:6]1)([CH3:4])([CH3:3])[CH3:2].CO[C:17](OC)([CH3:22])[C:18](OC)=[O:19]>CC(O)=O>[C:1]([N:5]1[C:9]2[NH:10][C:18](=[O:19])[CH:17]=[CH:22][C:8]=2[C:7]([CH:11]2[CH2:14][CH2:13][CH2:12]2)=[N:6]1)([CH3:4])([CH3:2])[CH3:3]. Procedure: To 2-tert-butyl-5-cyclobutyl-2H-pyrazol-3-ylamine (5.0 g, 25.9 mmol) in AcOH (25 mL) was added methyl dimethoxypropionate (7.4 mL, 51.8 mmol), and then the reaction was heated to 110° C. After 24 hr, the reaction mixture was cooled to room temperature, and concentrated to a viscous oil that was treated with EtOAc. The organic layer was washed with aqueous NaHCO3 dried over MgSO4, filtered, and concentrated under reduced pressure. Purification of this material was accomplished by MPLC using a 45L... Yields the product C(C)OC(=O)C1=C(N=C(S1)C1=CC=C(C=C1)C(C)(C)C)C (2-(4-tert-butyl-phenyl)-4-methyl-thiazole-5-carboxylic acid ethyl ester). Reaction SMILES: [C:1]([C:5]1[CH:13]=[CH:12][C:8]([C:9]([NH2:11])=[S:10])=[CH:7][CH:6]=1)([CH3:4])([CH3:3])[CH3:2].Cl[CH:15]([C:21]([CH3:23])=O)[C:16]([O:18][CH2:19][CH3:20])=[O:17].C(=O)(O)[O-].[K+].C(=O)=O>C(O)C.O>[CH2:19]([O:18][C:16]([C:15]1[S:10][C:9]([C:8]2[CH:7]=[CH:6][C:5]([C:1]([CH3:4])([CH3:2])[CH3:3])=[CH:13][CH:12]=2)=[N:11][C:21]=1[CH3:23])=[O:17])[CH3:20] |f:2.3|. Solvent: O (water), C(C)O (ethanol). Reported procedure: The solution of 3.87 g (20 mmol) of 4-tert-butyl-thiobenzamide and 3.45 g (21 mmol) of ethyl 2-chloro-acetoacetate in 15 ml of ethanol was heated at reflux for 3 hours. Afterwards, the reaction mixture was cooled to ambient temperature and a solution of 3 g of potassium bicarbonate in 15 ml of water was added and the mixture was stirred until the gas evolution (CO2) had ceased. The compound was then extracted with 3 portions of 50 ml of tert-butyl methyl ether, the combined organic phases were w... Reactants: C([O-])(O)=O.[K+] (potassium bicarbonate), C(=O)=O (CO2), C(C)(C)(C)C1=CC=C(C(=S)N)C=C1 (4-tert-butyl-thiobenzamide), ClC(C(=O)OCC)C(=O)C (ethyl 2-chloro-acetoacetate). The yield is 87.3%. The reactants are FC1=CC=C(C(=O)C2=C(C(=C(N2C)CC(=O)O)C(=O)O)C)C=C1 (5-(p-fluorobenzoyl)-3-hydroxycarbonyl-1,4-dimethylpyrrole-2-acetic acid). The solvent is O1CCCC1 (tetrahydrofuran), ClC(C(=O)O)(Cl)Cl (trichloroacetic acid). Product: FC1=CC=C(C(=O)C2=C(C=C(N2)CC(=O)O)C)C=C1 (5-(p-fluorobenzoyl)-4-methylpyrrole-2-acetic acid). RXN SMILES: [F:1][C:2]1[CH:23]=[CH:22][C:5]([C:6]([C:8]2[N:12](C)[C:11]([CH2:14][C:15]([OH:17])=[O:16])=[C:10](C(O)=O)[C:9]=2[CH3:21])=[O:7])=[CH:4][CH:3]=1>O1CCCC1.ClC(Cl)(Cl)C(O)=O>[F:1][C:2]1[CH:23]=[CH:22][C:5]([C:6]([C:8]2[NH:12][C:11]([CH2:14][C:15]([OH:17])=[O:16])=[CH:10][C:9]=2[CH3:21])=[O:7])=[CH:4][CH:3]=1. Procedure: 5-(p-fluorobenzoyl)-3-hydroxycarbonyl-1,4-dimethylpyrrole-2-acetic acid (1 mmole) is dissolved in 5 ml tetrahydrofuran containing 2 ml of trichloroacetic acid. The reaction mixture is heated to reflux for 5 hours before it is evaporated in vacuo to remove most of the solvent. The resulting oil is triturated with about 10 ml of water, filtered and dried in vacuo to afford 5-(p-fluorobenzoyl)-4-methylpyrrole-2-acetic acid. Starting materials: Cl.NO (hydroxylamine hydrochloride), C(C)(=O)[O-].[Na+] (sodium acetate), FC1=C(C=CC=C1)C(CO[C@H](C(F)(F)F)C=C)=O ((S)-1-(2-Fluorophenyl)-2-((1,1,1-trifluorobut-3-en-2-yl)oxy)ethanone). Run in CO (methanol). Reaction conditions: temperature 50 celsius. Product: FC1=C(C=CC=C1)C(CO[C@H](C(F)(F)F)C=C)=NO ((S)-1-(2-fluorophenyl)-2-((1,1,1-trifluorobut-3-en-2-yl)oxy)ethanone oxime). RXN SMILES: [F:1][C:2]1[CH:7]=[CH:6][CH:5]=[CH:4][C:3]=1[C:8](=O)[CH2:9][O:10][C@@H:11]([CH:16]=[CH2:17])[C:12]([F:15])([F:14])[F:13].Cl.[NH2:20][OH:21].C([O-])(=O)C.[Na+]>CO>[F:1][C:2]1[CH:7]=[CH:6][CH:5]=[CH:4][C:3]=1[C:8](=[N:20][OH:21])[CH2:9][O:10][C@@H:11]([CH:16]=[CH2:17])[C:12]([F:15])([F:14])[F:13] |f:1.2,3.4|. Procedure: (S)-1-(2-Fluorophenyl)-2-((1,1,1-trifluorobut-3-en-2-yl)oxy)ethanone (41.22 g) was dissolved in anhydrous methanol (400 mL) and hydroxylamine hydrochloride (14.0 g) and sodium acetate (19.0 g) were added. The reaction mixture was heated to 50° C. for 90 min, then cooled to RT, concentrated in vacuo and the residue purified by silica gel chromatography (2% to 15% EtOAc in hexanes) to afford the title compound as a mixture of geometric isomers (40.54 g). 1H-NMR (400 MHz, CDCl3) δ (ppm): 4.04-4.15 ... Starting materials: NC1=CC(CC(C1)(C)C)=O (3-Amino-5,5-dimethyl-2-cyclohexen-1-one), COC(C1=CC(=CC=C1)OC1=CC=NC=C1)OC (3-(4-pyridyloxy)-benzaldehyde dimethyl acetal). Yields the product CC1(CC(C=2C(C=3C(CC(CC3NC2C1)(C)C)=O)C1=CC(=CC=C1)OC1=CC=NC=C1)=O)C (3,4,6,7,9,10-hexahydro-3,3,6,6-tetramethyl-9-[3-(4-pyridyloxy)-phenyl]-1,8(2H,5H)-acridinedione). Reaction SMILES: [NH2:1][C:2]1[CH2:7][C:6]([CH3:9])([CH3:8])[CH2:5][C:4](=[O:10])[CH:3]=1.CO[CH:13](OC)[C:14]1[CH:19]=[CH:18][CH:17]=[C:16]([O:20][C:21]2[CH:26]=[CH:25][N:24]=[CH:23][CH:22]=2)[CH:15]=1>>[CH3:8][C:6]1([CH3:9])[CH2:7][C:2]2[NH:1][C:2]3[CH2:7][C:6]([CH3:9])([CH3:8])[CH2:5][C:4](=[O:10])[C:3]=3[CH:13]([C:14]3[CH:19]=[CH:18][CH:17]=[C:16]([O:20][C:21]4[CH:22]=[CH:23][N:24]=[CH:25][CH:26]=4)[CH:15]=3)[C:3]=2[C:4](=[O:10])[CH2:5]1. Procedure details: 3-Amino-5,5-dimethyl-2-cyclohexen-1-one was reacted with 3-(4-pyridyloxy)-benzaldehyde dimethyl acetal in an analogous manner to that described in Example 1 to give 3,4,6,7,9,10-hexahydro-3,3,6,6-tetramethyl-9-[3-(4-pyridyloxy)-phenyl]-1,8(2H,5H)-acridinedione. Purification by column chromatography on silica gel using dichloromethane/methanol (95:5) as the eluent gave a beige solid of melting point 186-188° C. The reactants are CC(=O)N1c2cc(Cl)cc(Cl)c2C(=O)CC1C(=O)O, Cl. The product is O=C1CC(C(=O)O)Nc2cc(Cl)cc(Cl)c21. Reaction SMILES: [C:1](=[O:2])([CH3:3])[N:4]1[CH:5]([C:17](=[O:18])[OH:19])[CH2:6][C:7](=[O:16])[c:8]2[c:9]([Cl:15])[cH:10][c:11]([Cl:14])[cH:12][c:13]21.[ClH:20]>>[NH:4]1[CH:5]([C:17](=[O:18])[OH:19])[CH2:6][C:7](=[O:16])[c:8]2[c:9]([Cl:15])[cH:10][c:11]([Cl:14])[cH:12][c:13]21.